This data is from the Open Reaction Database (ORD), a public repository of structured organic reaction records. The task is: describe an organic reaction: reactants, conditions, products, and yield The reactants are CCN(C(C)C)C(C)C (DIPEA), [N+](=O)([O-])C=1C=C(C=CC1)C1=NN=C(S1)N (5-(3-nitrophenyl)-1,3,4-thiadiazol-2-amine), ClC(CC(=O)OC)=O (methyl 3-chloro-3-oxopropanoate), O=P(Cl)(Cl)Cl (POCl3). The solvent is CC#N (MeCN), CC#N (MeCN). Reaction conditions: time 2 hour. The product is ClC=1N=C2N(C(C1)=O)N=C(S2)C2=CC(=CC=C2)[N+](=O)[O-] (7-chloro-2-(3-nitrophenyl)-5H-[1,3,4]thiadiazolo[3,2-a]pyrimidin-5-one). Isolated yield 32.7%. Reaction SMILES: [N+:1]([C:4]1[CH:5]=[C:6]([C:10]2[S:14][C:13]([NH2:15])=[N:12][N:11]=2)[CH:7]=[CH:8][CH:9]=1)([O-:3])=[O:2].[Cl:16][C:17](=O)[CH2:18][C:19](OC)=[O:20].O=P(Cl)(Cl)Cl.CCN(C(C)C)C(C)C>CC#N>[Cl:16][C:17]1[N:15]=[C:13]2[S:14][C:10]([C:6]3[CH:7]=[CH:8][CH:9]=[C:4]([N+:1]([O-:3])=[O:2])[CH:5]=3)=[N:11][N:12]2[C:19](=[O:20])[CH:18]=1. Procedure: In a particular instance, the compound of this example is prepared as described or similarly described as follows: To 5-(3-nitrophenyl)-1,3,4-thiadiazol-2-amine (2) (3.0 g, 13.50 mmol) in MeCN (120 ml) is added methyl 3-chloro-3-oxopropanoate (1.735 mL, 16.20 mmol). The mixture is stirred at room temperature for 2 hours. After consumption of the starting material, POCl3 (60 mL, 644 mmol) is added along with DIPEA (2.358 mL, 13.50 mmol) in MeCN (10 mL). The mixture is heated in the microwave at 1...